Dataset: the Open Reaction Database (ORD), a public repository of structured organic reaction records. Task: describe an organic reaction: reactants, conditions, products, and yield Starting materials: Cl.FC1=C(OC2=NC=NN3C2=C(C(=C3)C(=O)NCCN3CCOCC3)C)C=CC(=C1)NC(C1=C(C=CC(=C1)C)F)=O (4-(2-Fluoro-4-(2-fluoro-5-methylbenzamido)phenoxy)-5-methyl-N-(2-morpholinoethyl)pyrrolo[2,1-f][1,2,4]triazine-6-carboxamide, hydrochloride salt), Cl.FC=1C=C(C=CC1OC1=NC=NN2C1=C(C(=C2)OCCN2CCOCC2)C)NC(CC(=O)NC2=CC=C(C=C2)F)=O (N1-(3-Fluoro-4-(5-methyl-6-(2-morpholinoethoxy)pyrrolo[2,1-f][1,2,4]triazin-4-yloxy)phenyl)-N3-(4-fluorophenyl)malonamide, hydrochloride salt), Cl.FC=1C=C(C=CC1OC1=NC=NN2C1=C(C(=C2)OCCN2CCOCC2)C)NC(CC(=O)NC2=CC=C(C=C2)F)=O (N1-(3-Fluoro-4-(5-methyl-6-(2-morpholinoethoxy)pyrrolo[2,1-f][1,2,4]triazin-4-yloxy)phenyl)-N3-(4-fluorophenyl)malonamide, hydrochloride salt). The product is Cl.Cl.FC1=C(OC2=NC=NN3C2=C(C(=C3)C(=O)NCCN3CCOCC3)C)C=CC(=C1)NC(C1=CN=CC=C1)=O (4-(2-Fluoro-4-(nicotinamido)phenoxy)-5-methyl-N-(2-morpholinoethyl)pyrrolo[2,1-f][1,2,4]triazine-6-carboxamide, bis-hydrochloride salt). Yield: 39.0%. Reaction SMILES: [ClH:1].[F:2][C:3]1[CH:30]=[C:29]([NH:31][C:32](=[O:41])[C:33]2[CH:38]=[C:37](C)[CH:36]=C[C:34]=2F)[CH:28]=[CH:27][C:4]=1[O:5][C:6]1[C:11]2=[C:12]([CH3:26])[C:13]([C:15]([NH:17][CH2:18][CH2:19][N:20]3[CH2:25][CH2:24][O:23][CH2:22][CH2:21]3)=[O:16])=[CH:14][N:10]2[N:9]=[CH:8][N:7]=1.Cl.FC1C=C(NC(=O)CC(NC2C=CC(F)=CC=2)=O)C=CC=1OC1C2=C(C)C(OCCN3CCOCC3)=CN2N=C[N:52]=1>>[ClH:1].[ClH:1].[F:2][C:3]1[CH:30]=[C:29]([NH:31][C:32](=[O:41])[C:33]2[CH:38]=[CH:37][CH:36]=[N:52][CH:34]=2)[CH:28]=[CH:27][C:4]=1[O:5][C:6]1[C:11]2=[C:12]([CH3:26])[C:13]([C:15]([NH:17][CH2:18][CH2:19][N:20]3[CH2:21][CH2:22][O:23][CH2:24][CH2:25]3)=[O:16])=[CH:14][N:10]2[N:9]=[CH:8][N:7]=1 |f:0.1,2.3,4.5.6|. Procedure: Following a procedure similar to that for the synthesis of Compound D of Example 50, 4-(4-amino-2-fluorophenoxy)-5-methyl-N-(2-morpholinoethyl)pyrrolo[2,1-f][1,2,4]triazine-6-carboxamide (30 mg, 0.07 mmol, Compound C of Example 50) was converted the title compound (16 mg, 39%) as a 2.HCl salt. 1H NMR (CD3OD) δ 9.08 (s, 1H), 8.70 (s, 1H), 8.44 (s, 1H), 8.17 (s, 1H), 7.87 (m, 2H), 7.38 (m, 2H), 7.22 (m, 2H), 3.82 (s, 4H), 3.61 (m, 2H), 2.75 (m, 9H); MS(ESI+) m/z 520.2 (M+H)+. The reactants are BrCC1CCCCC1 (bromomethyl-cyclohexane), ClC1=NC=CC=C1C1=NC2=C(N1)C=C(C(=C2)F)F (2-(2-chloro-pyridin-3-yl)-5,6-difluoro-1H-benzoimidazole), [H-].[Na+] (sodium hydride). Solvent: CN(C=O)C (N,N-dimethylformamide), CN(C=O)C (N,N-dimethylformamide), CN(C=O)C (N,N-dimethylformamide). Reaction conditions: time 0.5 hour. Product: ClC1=NC=CC=C1C1=NC2=C(N1CC1CCCCC1)C=C(C(=C2)F)F (2-(2-Chloro-pyridin-3-yl)-1-cyclohexylmethyl-5,6-difluoro-1H-benzoimidazole). The yield is 51.0%. Reaction SMILES: [H-].[Na+].[Cl:3][C:4]1[C:9]([C:10]2[NH:14][C:13]3[CH:15]=[C:16]([F:20])[C:17]([F:19])=[CH:18][C:12]=3[N:11]=2)=[CH:8][CH:7]=[CH:6][N:5]=1.Br[CH2:22][CH:23]1[CH2:28][CH2:27][CH2:26][CH2:25][CH2:24]1>CN(C)C=O>[Cl:3][C:4]1[C:9]([C:10]2[N:11]([CH2:22][CH:23]3[CH2:28][CH2:27][CH2:26][CH2:25][CH2:24]3)[C:12]3[CH:18]=[C:17]([F:19])[C:16]([F:20])=[CH:15][C:13]=3[N:14]=2)=[CH:8][CH:7]=[CH:6][N:5]=1 |f:0.1|. Procedure: To a suspension of sodium hydride (0.40 g, 60%, 10 mmol) in dry N,N-dimethylformamide (10 ml) at 25° C. was slowly added a solution of 2-(2-chloro-pyridin-3-yl)-5,6-difluoro-1H-benzoimidazole (1.33 g, 5 mmol) in dry N,N-dimethylformamide (5 ml), and was allowed to stir for 0.5 h. A solution of bromomethyl-cyclohexane (1.06 g, 6 mmol; CAS Reg. No. 2550-36-9) in N,N-dimethylformamide (5 ml) was then added drop wise to the above solution, and further stirred for 16 h at 25° C. The reaction mixture ... The reactants are ClC1=CC=C2CCNC2=C1 (6-chloro-indoline), ClC1=NC=NC2=CC(=CC=C12)Cl (4,7-dichloro-quinazoline). The product is ClC1=CC=C2C(=NC=NC2=C1)N1CCC2=CC=C(C=C12)Cl (7-Chloro-4-(6-chloro-2,3-dihydro-indol-1-yl)-quinazoline). The yield is 50.0%. Reaction SMILES: [Cl:1][C:2]1[CH:10]=[C:9]2[C:5]([CH2:6][CH2:7][NH:8]2)=[CH:4][CH:3]=1.Cl[C:12]1[C:21]2[C:16](=[CH:17][C:18]([Cl:22])=[CH:19][CH:20]=2)[N:15]=[CH:14][N:13]=1>>[Cl:22][C:18]1[CH:17]=[C:16]2[C:21]([C:12]([N:8]3[C:9]4[C:5](=[CH:4][CH:3]=[C:2]([Cl:1])[CH:10]=4)[CH2:6][CH2:7]3)=[N:13][CH:14]=[N:15]2)=[CH:20][CH:19]=1. Procedure: Utilizing a procedure analogous to that described in Example 24, this product was prepared in 50% yield from 6-chloro-indoline and 4,7-dichloro-quinazoline. (M.P. 189° C.; LC-MS: 316 (MH+)). Starting materials: COC=1C(=NC2=CC=C(C=C2N1)OC)NN (3,6-dimethoxy-2-hydrazinoquinoxaline), C(C)OC(OCC)OCC (triethylorthoformate). Conditions: temperature 100 celsius, time 8 hour. Product: COC=1C=2N(C3=CC=C(C=C3N1)OC)C=NN2 (4,7-dimethoxy-[1,2,4]triazolo[4,3-a]quinoxaline). As a reaction SMILES: [CH3:1][O:2][C:3]1[C:4]([NH:15][NH2:16])=[N:5][C:6]2[C:11]([N:12]=1)=[CH:10][C:9]([O:13][CH3:14])=[CH:8][CH:7]=2.[CH2:17](OC(OCC)OCC)C>>[CH3:1][O:2][C:3]1[C:4]2[N:5]([CH:17]=[N:16][N:15]=2)[C:6]2[C:11]([N:12]=1)=[CH:10][C:9]([O:13][CH3:14])=[CH:8][CH:7]=2. Procedure details: A mixture consisting of 1.5 g. (0.068 mole) of 3,6-dimethoxy-2-hydrazinoquinoxaline and 20 ml. of triethylorthoformate was heated with mechanical stirring in a preheated oil bath at 100° C. overnight (~16 hours). The resulting mixture was then cooled to room temperature, and the precipitate which formed was subsquently recovered by means of suction filtration and washed with ethanol to ultimately afford 1.8 g. of pure 4,7-dimethoxy-[1,2,4]triazolo[4,3-a]quinoxaline, m.p. 238°-240° C. (decomp.). ... Reactants: C1(CC1)NC1=NC(=C(C=C1C(=O)OCC)F)N1CCCC1 (ethyl 2-cyclopropylamino-5-fluoro-6-pyrrolidinyl-3-pyridine-carboxylate), Cl (HCl), [OH-].[Na+] (NaOH), CO (MeOH). Run in O (water), C1CCOC1 (THF). The product is C1(CC1)NC1=NC(=C(C=C1C(=O)O)F)N1CCCC1 (2-Cyclopropylamino-5-fluoro-6-pyrrolidinyl-3-pyridinecarboxylic Acid). The yield is 88.1%. RXN SMILES: [CH:1]1([NH:4][C:5]2[C:10]([C:11]([O:13]CC)=[O:12])=[CH:9][C:8]([F:16])=[C:7]([N:17]3[CH2:21][CH2:20][CH2:19][CH2:18]3)[N:6]=2)[CH2:3][CH2:2]1.[OH-].[Na+].CO.Cl>O.C1COCC1>[CH:1]1([NH:4][C:5]2[C:10]([C:11]([OH:13])=[O:12])=[CH:9][C:8]([F:16])=[C:7]([N:17]3[CH2:21][CH2:20][CH2:19][CH2:18]3)[N:6]=2)[CH2:3][CH2:2]1 |f:1.2|. Procedure: A solution of ethyl 2-cyclopropylamino-5-fluoro-6-pyrrolidinyl-3-pyridine-carboxylate (Example E-2, 270 mg, 0.92 mmol) and NaOH (360 mg, 9.0 mmol) in water (1 mL), THF (2 mL), and MeOH (1 mL) was refluxed for 3 hours. The mixture was cooled to room temperature, acidified with dilute HCl to pH 6, and evaporated under reduced pressure. The residue was mixed with 10% MeOH/dichloromethane (40 mL), dried on sodium sulfate, filtered, and evaporated. The solid residue was further washed with hexane and... Reported procedure: Prepared according to the method used in the preparation of 2-(4-azetidin-1-ylpiperidin-1-ylmethyl)-5-chloro-7-morpholin-4-ylthiazolo[5,4-d]pyrimidine using 2-piperazin-1-ylisobutyramide in place of 4-azetidin-1-ylpiperidine. The title compound was obtained as a white solid (70 mg, 46%). Yield: 46.0%. Yields the product ClC=1N=C(C2=C(N1)SC(=N2)CN2CCN(CC2)C(C(=O)N)(C)C)N2CCOCC2 (2-[4-(5-Chloro-7-morpholin-4-ylthiazolo[5,4-d]pyrimidin-2-ylmethyl)piperazin-1-yl]isobutyramide), solid. Reaction SMILES: N1(C2CC[N:8]([CH2:11][C:12]3[S:13][C:14]4[N:15]=[C:16]([Cl:27])[N:17]=[C:18]([N:21]5[CH2:26][CH2:25][O:24][CH2:23][CH2:22]5)[C:19]=4[N:20]=3)[CH2:7]C2)CCC1.[N:28]1([C:34]([CH3:39])([CH3:38])[C:35]([NH2:37])=[O:36])[CH2:33]CN[CH2:30][CH2:29]1>>[Cl:27][C:16]1[N:17]=[C:18]([N:21]2[CH2:22][CH2:23][O:24][CH2:25][CH2:26]2)[C:19]2[N:20]=[C:12]([CH2:11][N:8]3[CH2:30][CH2:29][N:28]([C:34]([CH3:39])([CH3:38])[C:35]([NH2:37])=[O:36])[CH2:33][CH2:7]3)[S:13][C:14]=2[N:15]=1. Starting materials: N1(CCC1)C1CCN(CC1)CC=1SC=2N=C(N=C(C2N1)N1CCOCC1)Cl (2-(4-azetidin-1-ylpiperidin-1-ylmethyl)-5-chloro-7-morpholin-4-ylthiazolo[5,4-d]pyrimidine), N1(CCNCC1)C(C(=O)N)(C)C (2-piperazin-1-ylisobutyramide). Reactants: [Li]CCCC, C1CCOC1, Cc1ncccc1C(=O)O, CC1(C)CCCC(C)(C)N1, CC(=O)O, CCCCCC, O=C1CCN(C(=O)C2(c3ccc(Cl)cc3)CC2)C1, [Na+], O=C([O-])O. Yields the product O=C(O)c1cccnc1CC1(O)CCN(C(=O)C2(c3ccc(Cl)cc3)CC2)C1. Reaction SMILES: [CH2:11]([Li:12])[CH2:13][CH2:14][CH3:15].[CH2:59]1[O:60][CH2:61][CH2:62][CH2:63]1.[CH3:16][c:17]1[c:18]([C:19](=[O:20])[OH:21])[cH:22][cH:23][cH:24][n:25]1.[CH3:1][C:2]1([CH3:3])[CH2:4][CH2:5][CH2:6][C:7]([CH3:8])([CH3:9])[NH:10]1.[CH3:44][C:45](=[O:46])[OH:47].[CH3:53][CH2:54][CH2:55][CH2:56][CH2:57][CH3:58].[Cl:26][c:27]1[cH:28][cH:29][c:30]([C:33]2([C:36](=[O:37])[N:38]3[CH2:39][C:40](=[O:43])[CH2:41][CH2:42]3)[CH2:34][CH2:35]2)[cH:31][cH:32]1.[Na+:52].[O-:48][C:49]([OH:50])=[O:51]>>[CH2:16]([c:17]1[c:18]([C:19](=[O:20])[OH:21])[cH:22][cH:23][cH:24][n:25]1)[C:40]1([OH:43])[CH2:39][N:38]([C:36]([C:33]2([c:30]3[cH:29][cH:28][c:27]([Cl:26])[cH:32][cH:31]3)[CH2:34][CH2:35]2)=[O:37])[CH2:42][CH2:41]1. Isolated yield 36.9%. Reaction conditions: temperature 100 celsius, time 8 hour. The reactants are CC1=C(SC=C1)C=1C(NC(NC1)=O)=O (5-(3-methyl-thiophen-2-yl)-1H-pyrimidine-2,4-dione), [H-].[Na+] (NaH), BrCCCO[Si](C)(C)C(C)(C)C ((3-bromo-propoxy)-tert-butyl-dimethyl-silane). Run in CN(C)C=O (DMF). The product is C(C)(C)(C)[Si](OCCCN1C(NC(C(=C1)C=1SC=CC1C)=O)=O)(C)C (1-[3-(tert-Butyl-dimethyl-silanyloxy)-propyl]-5-(3-methyl-thiophen-2-yl)-1H-pyrimidine-2,4-dione). Procedure details: To a suspension of 5-(3-methyl-thiophen-2-yl)-1H-pyrimidine-2,4-dione (Prep26, 110 mg, 0.52 mmol) in dry DMF (10 mL), 60% NaH (31 mg, 0.78 mmol) was added. The mixture was then heated at 100° C. for 1 hour. (3-bromo-propoxy)-tert-butyl-dimethyl-silane (180 μl, 0.7 mmol) was then added at room temperature and the reaction was stirred overnight. The solvent was evaporated and the crude was partitioned between NaHCO3 and Et2O. The organic phase was dried (Na2SO4) and evaporated. The crude was purif... RXN SMILES: [CH3:1][C:2]1[CH:6]=[CH:5][S:4][C:3]=1[C:7]1[C:8](=[O:14])[NH:9][C:10](=[O:13])[NH:11][CH:12]=1.[H-].[Na+].Br[CH2:18][CH2:19][CH2:20][O:21][Si:22]([C:25]([CH3:28])([CH3:27])[CH3:26])([CH3:24])[CH3:23]>CN(C=O)C>[C:25]([Si:22]([CH3:24])([CH3:23])[O:21][CH2:20][CH2:19][CH2:18][N:11]1[CH:12]=[C:7]([C:3]2[S:4][CH:5]=[CH:6][C:2]=2[CH3:1])[C:8](=[O:14])[NH:9][C:10]1=[O:13])([CH3:28])([CH3:27])[CH3:26] |f:1.2|. Starting materials: O=C([O-])O, CCOc1ccc(CSc2ccc3oc(C(C)NC(C)=O)cc3c2)cc1, CCOC(C)=O, O=C(OO)c1cccc(Cl)c1, [Na+]. The product is CCOc1ccc(CS(=O)c2ccc3oc(C(C)NC(C)=O)cc3c2)cc1. Reaction SMILES: [C:38](=[O:39])([O-:40])[OH:41].[CH2:1]([CH3:2])[O:3][c:4]1[cH:5][cH:6][c:7]([CH2:8][S:9][c:10]2[cH:11][cH:12][c:13]3[c:14]([cH:15][c:16]([CH:18]([CH3:19])[NH:20][C:21]([CH3:22])=[O:23])[o:17]3)[cH:24]2)[cH:25][cH:26]1.[CH3:43][CH2:44][O:45][C:46](=[O:47])[CH3:48].[Cl:27][c:28]1[cH:29][cH:30][cH:31][c:32]([C:33]([O:34][OH:36])=[O:35])[cH:37]1.[Na+:42]>>[CH2:1]([CH3:2])[O:3][c:4]1[cH:5][cH:6][c:7]([CH2:8][S:9]([c:10]2[cH:11][cH:12][c:13]3[c:14]([cH:15][c:16]([CH:18]([CH3:19])[NH:20][C:21]([CH3:22])=[O:23])[o:17]3)[cH:24]2)=[O:35])[cH:25][cH:26]1.